Dataset: the Open Reaction Database (ORD), a public repository of structured organic reaction records. Task: describe an organic reaction: reactants, conditions, products, and yield Reactants: [Al+3], COC(=O)c1cc(F)c(NC(C)(C)C)nc1NC(C)(C)CC(C)(C)C, CCOC(C)=O, CCO, [H-], [H-], [H-], [H-], [Li+], C1CCOC1, O. Yields the product Cc1cc(F)c(NC(C)(C)C)nc1NC(C)(C)CC(C)(C)C. Reaction SMILES: [Al+3:2].[C:7]([CH3:8])([CH3:9])([CH3:10])[NH:11][c:12]1[n:13][c:14]([NH:23][C:24]([CH2:25][C:26]([CH3:27])([CH3:28])[CH3:29])([CH3:30])[CH3:31])[c:15]([C:16]([O:17][CH3:18])=[O:19])[cH:20][c:21]1[F:22].[CH3:32][CH2:33][O:34][C:35](=[O:36])[CH3:37].[CH3:44][CH2:45][OH:46].[H-:1].[H-:4].[H-:5].[H-:6].[Li+:3].[O:38]1[CH2:39][CH2:40][CH2:41][CH2:42]1.[OH2:43]>>[C:7]([CH3:8])([CH3:9])([CH3:10])[NH:11][c:12]1[n:13][c:14]([NH:23][C:24]([CH2:25][C:26]([CH3:27])([CH3:28])[CH3:29])([CH3:30])[CH3:31])[c:15]([CH3:16])[cH:20][c:21]1[F:22]. Starting materials: C(C)[SiH](CC)CC (triethylsilane), B(F)(F)F.CCOCC (BF3.OEt2), C1(CC1)C1(CCC(N1CC1=CC=CC=C1)=O)O (5-cyclopropyl-5-hydroxy-1-(phenylmethyl)-2-pyrrolidinone). Solvent: C(Cl)Cl (CH2Cl2). Conditions: temperature -78 celsius, time 2 hour. The product is C1(CC1)C1CCC(N1CC1=CC=CC=C1)=O (5-Cyclopropyl-1-(phenylmethyl)-2-pyrrolidinone). Yield: 64.4%. Reaction SMILES: [CH:1]1([C:4]2(O)[N:8]([CH2:9][C:10]3[CH:15]=[CH:14][CH:13]=[CH:12][CH:11]=3)[C:7](=[O:16])[CH2:6][CH2:5]2)[CH2:3][CH2:2]1.C([SiH](CC)CC)C.B(F)(F)F.CCOCC>C(Cl)Cl>[CH:1]1([CH:4]2[N:8]([CH2:9][C:10]3[CH:11]=[CH:12][CH:13]=[CH:14][CH:15]=3)[C:7](=[O:16])[CH2:6][CH2:5]2)[CH2:2][CH2:3]1 |f:2.3|. Reported procedure: To 5-cyclopropyl-5-hydroxy-1-(phenylmethyl)-2-pyrrolidinone (400 mg, 1.73 mmol) in CH2Cl2 (10 mL) at −78° C. was added a mixture of triethylsilane (2.76 mL, 17.3 mmol) and BF3.OEt2 (0.88 mL, 6.92 mmol) dropwise. The resulting reaction mixture was stirred for 2 hours at −78° C., then allowed to warm to room temperature and stirred overnight. The reaction was quenched by adding a saturated aqueous NaHCO3 solution, and the aqueous layer was extracted with CH2Cl2 (2×). The combined organic layers we...